Dataset: the Open Reaction Database (ORD), a public repository of structured organic reaction records. Task: describe an organic reaction: reactants, conditions, products, and yield Starting materials: CCOC(=N)c1ccncc1, CCO, [Cl-], [NH4+]. Yields the product Cl, N=C(N)c1ccncc1. RXN SMILES: [C:3]([c:4]1[cH:5][cH:6][n:7][cH:8][cH:9]1)([O:10][CH2:11][CH3:12])=[NH:13].[CH3:14][CH2:15][OH:16].[Cl-:1].[NH4+:2]>>[ClH:1].[NH:2]=[C:3]([c:4]1[cH:5][cH:6][n:7][cH:8][cH:9]1)[NH2:13]. The reactants are OC1=NC=CC=C1C(=O)OC (Methyl 2-hydroxypyridine-3-carboxylate), C([O-])([O-])=O.[K+].[K+] (potassium carbonate), ClC1=C(C=C(C=C1)[C@H]1[C@@H](CN(CCO1)C(=O)OC(C)(C)C)COS(=O)(=O)C)F (tert-butyl (6S,7R)-7-(4-chloro-3-fluorophenyl)-6-{[(methylsulfonyl)oxy]methyl}-1,4-oxazepane-4-carboxylate). Run in COCCOC (1,2-dimethoxyethane). Conditions: temperature 80 celsius, time 8 hour. Product: ClC1=C(C=C(C=C1)[C@H]1[C@@H](CN(CCO1)C(=O)OC(C)(C)C)CN1C(C(=CC=C1)C(=O)OC)=O)F (tert-butyl (6R,7R)-7-(4-chloro-3-fluorophenyl)-6-{[3-(methoxycarbonyl)-2-oxopyridin-1(2H)-yl]methyl}-1,4-oxazepane-4-carboxylate). The yield is 72.2%. Reaction SMILES: [OH:1][C:2]1[C:7]([C:8]([O:10][CH3:11])=[O:9])=[CH:6][CH:5]=[CH:4][N:3]=1.C(=O)([O-])[O-].[K+].[K+].[Cl:18][C:19]1[CH:24]=[CH:23][C:22]([C@@H:25]2[O:31][CH2:30][CH2:29][N:28]([C:32]([O:34][C:35]([CH3:38])([CH3:37])[CH3:36])=[O:33])[CH2:27][C@H:26]2[CH2:39]OS(C)(=O)=O)=[CH:21][C:20]=1[F:45]>COCCOC>[Cl:18][C:19]1[CH:24]=[CH:23][C:22]([C@@H:25]2[O:31][CH2:30][CH2:29][N:28]([C:32]([O:34][C:35]([CH3:37])([CH3:36])[CH3:38])=[O:33])[CH2:27][C@H:26]2[CH2:39][N:3]2[CH:4]=[CH:5][CH:6]=[C:7]([C:8]([O:10][CH3:11])=[O:9])[C:2]2=[O:1])=[CH:21][C:20]=1[F:45] |f:1.2.3|. Procedure: Methyl 2-hydroxypyridine-3-carboxylate (1.48 g) and potassium carbonate (2.23 g) were added to a solution of tert-butyl (6S,7R)-7-(4-chloro-3-fluorophenyl)-6-{[(methylsulfonyl)oxy]methyl}-1,4-oxazepane-4-carboxylate (3.53 g) in 1,2-dimethoxyethane (70 ml). The reaction mixture was stirred at 80° C. overnight. The reaction mixture was concentrated under reduced pressure, water was added to the residue, and the mixture was extracted with ethyl acetate. The extract was washed with brine, and dried ... Starting materials: O.O=CC(Cl)(Cl)Cl (chloral-hydrate), C(CC(C)C)O (isoamyl-alcohol), CC1=CC=C(C=C1)S(=O)(=O)O (4-methyl-benzene-sulphonic acid). Solvent: C1=CC=CC=C1 (benzene). The product is C(CC(C)C)OC(C(Cl)(Cl)Cl)OCCC(C)C (trichloro-acetaldehyde di-isoamyl acetal). Reaction SMILES: O.[O:2]=[CH:3][C:4]([Cl:7])([Cl:6])[Cl:5].[CH2:8]([OH:13])[CH2:9][CH:10]([CH3:12])[CH3:11].[CH3:14][C:15]1[CH:20]=CC(S(O)(=O)=O)=[CH:17][CH:16]=1>C1C=CC=CC=1>[CH2:17]([O:2][CH:3]([O:13][CH2:8][CH2:9][CH:10]([CH3:12])[CH3:11])[C:4]([Cl:7])([Cl:6])[Cl:5])[CH2:16][CH:15]([CH3:20])[CH3:14] |f:0.1|. Procedure: A mixture of 5 g of chloral-hydrate, 10 g of isoamyl-alcohol, 0.1 g of 4-methyl-benzene-sulphonic acid and 50 ml of benzene is kept at reflux temperature and the formed water is separated by means of a Dean-Stark apparatus. After a reaction time of 9 hours the benzene is washed with a sodium-hydrogen-carbonate solution and water, dried on magnesium sulfate, then vacuum distilled. Reactants: [N+](=O)(O)[O-] (nitric acid), S(O)(O)(=O)=O (sulfuric acid), BrC1=CC=C(C(=N1)C(=O)OC)Cl (methyl 6-bromo-3-chloropyridine-2-carboxylate), N-oxide. Run in ice water. Run at temperature 70 celsius. The product is BrC1=CC(=C(C(=N1)C(=O)OC)Cl)[N+](=O)[O-] (methyl 6-bromo-3-chloro-4-nitropyridine-2-carboxylate), N-oxide. Reaction SMILES: [N+:1]([O-:4])(O)=[O:2].S(=O)(=O)(O)O.[Br:10][C:11]1[N:16]=[C:15]([C:17]([O:19][CH3:20])=[O:18])[C:14]([Cl:21])=[CH:13][CH:12]=1>>[Br:10][C:11]1[N:16]=[C:15]([C:17]([O:19][CH3:20])=[O:18])[C:14]([Cl:21])=[C:13]([N+:1]([O-:4])=[O:2])[CH:12]=1. Procedure: To a solution of fuming nitric acid (10 mL) and fuming sulfuric acid (10 mL) was added methyl 6-bromo-3-chloropyridine-2-carboxylate, N-oxide and the reaction was heated to 70° C. in an oil bath for 4 hr. The mixture was poured over ice water (100 mL) and extracted with ethyl acetate (3×75 mL) and the combined extracts were backwashed with brine, dried (Na2SO4) and concentrated. The dark oil was chromatographed over silica in 4:1 EtOAc/hexane to give methyl 6-bromo-3-chloro-4-nitropyridine-2-car...